Dataset: the Open Reaction Database (ORD), a public repository of structured organic reaction records. Task: describe an organic reaction: reactants, conditions, products, and yield Reactants: CCCCOCCOc1ccc(-c2ccc3c(c2)C=C(C(=O)Nc2ccc(SCc4cncn4CCC)cc2)CCN3CC(C)C)cc1, CSC, ClCCl, O, O=C(OO)c1cccc(Cl)c1. Product: CCCCOCCOc1ccc(-c2ccc3c(c2)C=C(C(=O)Nc2ccc(S(=O)Cc4cncn4CCC)cc2)CCN3CC(C)C)cc1. Reaction SMILES: [CH2:1]([CH2:2][CH2:3][CH3:4])[O:5][CH2:6][CH2:7][O:8][c:9]1[cH:10][cH:11][c:12](-[c:15]2[cH:16][cH:17][c:18]3[c:19]([cH:48]2)[CH:20]=[C:21]([C:29](=[O:30])[NH:31][c:32]2[cH:33][cH:34][c:35]([S:38][CH2:39][c:40]4[cH:41][n:42][cH:43][n:44]4[CH2:45][CH2:46][CH3:47])[cH:36][cH:37]2)[CH2:22][CH2:23][N:24]3[CH2:25][CH:26]([CH3:27])[CH3:28])[cH:13][cH:14]1.[CH3:60][S:61][CH3:62].[Cl:64][CH2:65][Cl:66].[OH2:63].[OH:49][O:50][C:51]([c:52]1[cH:53][c:54]([Cl:55])[cH:56][cH:57][cH:58]1)=[O:59]>>[CH2:1]([CH2:2][CH2:3][CH3:4])[O:5][CH2:6][CH2:7][O:8][c:9]1[cH:10][cH:11][c:12](-[c:15]2[cH:16][cH:17][c:18]3[c:19]([cH:48]2)[CH:20]=[C:21]([C:29](=[O:30])[NH:31][c:32]2[cH:33][cH:34][c:35]([S:38]([CH2:39][c:40]4[cH:41][n:42][cH:43][n:44]4[CH2:45][CH2:46][CH3:47])=[O:49])[cH:36][cH:37]2)[CH2:22][CH2:23][N:24]3[CH2:25][CH:26]([CH3:27])[CH3:28])[cH:13][cH:14]1. Starting materials: C(C)(=O)C=1C(=C(C(=C(C1)Cl)C)C(CNC(OC(C)(C)C)=O)O)OC (tert-Butyl [2-(3-acetyl-5-chloro-2-methoxy-6-methylphenyl)-2-hydroxyethyl]carbamate), C(C)(C)N(C(C)C)CC (N,N-diisopropylethylamine), C1=CN(C=N1)C(=O)N2C=CN=C2 (N,N-carbonyldiimidazole). The solvent is O1CCCC1 (tetrahydrofuran). Reaction conditions: temperature 70 celsius. Yields the product C(C)(=O)C=1C(=C(C(=C(C1)Cl)C)C1CNC(O1)=O)OC (5-(3-Acetyl-5-chloro-2-methoxy-6-methylphenyl)-1,3-oxazolidin-2-one). RXN SMILES: [C:1]([C:4]1[C:5]([O:23][CH3:24])=[C:6]([CH:12]([OH:22])[CH2:13][NH:14][C:15](=O)[O:16]C(C)(C)C)[C:7]([CH3:11])=[C:8]([Cl:10])[CH:9]=1)(=[O:3])[CH3:2].C(N(CC)C(C)C)(C)C.C1N=CN(C(N2C=NC=C2)=O)C=1>O1CCCC1>[C:1]([C:4]1[C:5]([O:23][CH3:24])=[C:6]([CH:12]2[O:22][C:15](=[O:16])[NH:14][CH2:13]2)[C:7]([CH3:11])=[C:8]([Cl:10])[CH:9]=1)(=[O:3])[CH3:2]. Procedure details: To a solution of tert-butyl [2-(3-acetyl-5-chloro-2-methoxy-6-methylphenyl)-2-hydroxyethyl]carbamate (140 mg, 0.40 mmol) (Peak 1, single enantiomer from step 2, Example 324) in tetrahydrofuran (2.5 mL), N,N-diisopropylethylamine (0.35 mL, 2.0 mmol) and N,N-carbonyldiimidazole (130 mg, 0.80 mmol). The reaction was refluxed at 70° C. for 10 minutes. The reaction was evaporated to dryness. Purification on silica gel using (0-50%) ethyl acetate in hexane gave the desired compound as a single enantio...